This data is from the Open Reaction Database (ORD), a public repository of structured organic reaction records. The task is: describe an organic reaction: reactants, conditions, products, and yield Starting materials: ClC1=C(C(=CC(=C1)N1C=NC=2C1=NC=CC2)Cl)CC(=O)O ((2,6-dichloro-4-imidazo[4,5-b]pyridin-3-yl-phenyl)-acetic acid), C(C)N(CC)CC1=C(C=C(C=C1)N)C(F)(F)F (4-diethylaminomethyl-3-trifluoromethyl-phenylamine). The solvent is C(Cl)Cl.CO (CH2Cl2 MeOH). Product: ClC1=C(C(=CC(=C1)N1C=NC=2C1=NC=CC2)Cl)CC(=O)NC2=CC(=C(C=C2)CN(CC)CC)C(F)(F)F (2-(2,6-Dichloro-4-imidazo[4,5-b]pyridin-3-yl-phenyl)-N-(4-diethylaminomethyl-3-trifluoromethyl-phenyl)-acetamide). Reaction SMILES: [Cl:1][C:2]1[CH:7]=[C:6]([N:8]2[C:12]3=[N:13][CH:14]=[CH:15][CH:16]=[C:11]3[N:10]=[CH:9]2)[CH:5]=[C:4]([Cl:17])[C:3]=1[CH2:18][C:19](O)=[O:20].[CH2:22]([N:24]([CH2:27][C:28]1[CH:33]=[CH:32][C:31]([NH2:34])=[CH:30][C:29]=1[C:35]([F:38])([F:37])[F:36])[CH2:25][CH3:26])[CH3:23]>C(Cl)Cl.CO>[Cl:1][C:2]1[CH:7]=[C:6]([N:8]2[C:12]3=[N:13][CH:14]=[CH:15][CH:16]=[C:11]3[N:10]=[CH:9]2)[CH:5]=[C:4]([Cl:17])[C:3]=1[CH2:18][C:19]([NH:34][C:31]1[CH:32]=[CH:33][C:28]([CH2:27][N:24]([CH2:22][CH3:23])[CH2:25][CH3:26])=[C:29]([C:35]([F:36])([F:37])[F:38])[CH:30]=1)=[O:20] |f:2.3|. Procedure: The title compound is prepared as described in Example 7 but using (2,6-dichloro-4-imidazo[4,5-b]pyridin-3-yl-phenyl)-acetic acid (Step 56.1) and 4-diethylaminomethyl-3-trifluoromethyl-phenylamine (disclosed in WO2005/051366). Title compound: ES-MS: 549.9/551.9 [M+H]+; tR=3.93 min (System 1); Rf=0.28 (CH2Cl2/MeOH, 95:5+0.1% NH3aq).